From a dataset of the Open Reaction Database (ORD), a public repository of structured organic reaction records. describe an organic reaction: reactants, conditions, products, and yield Starting materials: C(#N)C1=CSC=C1 (3-cyanothiophene), C(C)(=O)O (acetic acid), C[O-].[Na+] (sodium methoxide). The solvent is CO (methanol). Conditions: time 28 hour. Product: crude product, S1C=C(C=C1)C(OC)=N (methyl 3-thiophenecarboximidate). Reaction SMILES: [C:1]([C:3]1[CH:7]=[CH:6][S:5][CH:4]=1)#[N:2].C[O-].[Na+].[C:11](O)(=[O:13])C>CO>[S:5]1[CH:6]=[CH:7][C:3]([C:1](=[NH:2])[O:13][CH3:11])=[CH:4]1 |f:1.2|. Reported procedure: 3-cyanothiophene (0.66 g, 6.0 mmol) was dissolved in methanol (6 ml), and sodium methoxide (0.03 g, 0.6 mmol) was added. The mixture was stirred at room temperature for 28 hours. After the reaction was completed, acetic acid (0.03 g, 0.6 mmol) was added to neutralize the reaction solution, and the solution was concentrated under reduced pressure. Diethyl ether (50 ml) was added to the concentrated residue, and insolubles were removed by filtration. The filtrate was concentrated under reduced pre...